This data is from the Open Reaction Database (ORD), a public repository of structured organic reaction records. The task is: describe an organic reaction: reactants, conditions, products, and yield The reactants are COCCOC1=CC=CC2=C1C(CO2)NC2=NC1=CC=C(C=C1C=C2)N (rac-N2-[4-(2-Methoxy-ethoxy)-2,3-dihydro-benzofuran-3-yl]-quinoline-2,6-diamine), CN1CCN(CC1)CC(=O)O ((4-methyl-piperazin-1-yl)-acetic acid). The product is COCCOC1=CC=CC2=C1C(CO2)NC2=NC1=CC=C(C=C1C=C2)NC(CN2CCN(CC2)C)=O (rac-N-{2-[4-(2-Methoxy-ethoxy)-2,3-dihydro-benzofuran-3-ylamino]-quinolin-6-yl}-2-(4-methyl-piperazin-1-yl)-acetamide), solid. Isolated yield 76.0%. As a reaction SMILES: [CH3:1][O:2][CH2:3][CH2:4][O:5][C:6]1[C:11]2[CH:12]([NH:15][C:16]3[CH:25]=[CH:24][C:23]4[C:18](=[CH:19][CH:20]=[C:21]([NH2:26])[CH:22]=4)[N:17]=3)[CH2:13][O:14][C:10]=2[CH:9]=[CH:8][CH:7]=1.[CH3:27][N:28]1[CH2:33][CH2:32][N:31]([CH2:34][C:35](O)=[O:36])[CH2:30][CH2:29]1>>[CH3:1][O:2][CH2:3][CH2:4][O:5][C:6]1[C:11]2[CH:12]([NH:15][C:16]3[CH:25]=[CH:24][C:23]4[C:18](=[CH:19][CH:20]=[C:21]([NH:26][C:35](=[O:36])[CH2:34][N:31]5[CH2:32][CH2:33][N:28]([CH3:27])[CH2:29][CH2:30]5)[CH:22]=4)[N:17]=3)[CH2:13][O:14][C:10]=2[CH:9]=[CH:8][CH:7]=1. Reported procedure: The title compound was prepared from rac-N2-[4-(2-methoxy-ethoxy)-2,3-dihydro-benzofuran-3-yl]-quinoline-2,6-diamine (Example 174) (200 mg, 0.4 mmol) and commercially available (4-methyl-piperazin-1-yl)-acetic acid (68 mg, 0.6 mmol) in accordance with the general method 14 described in example 119 and was obtained as an off-white solid (160 mg, 76%); MS: m/e=492.3 (M+H+). The reactants are CC(=C)CC(C(C(C)C)=C)O (2,6-dimethyl-5-methylene-1-hepten-4-ol), C(CC(=O)C)(=O)OC (methyl aceto acetate). Product: C(CC(=O)C)(=O)OC(CC(=C)C)C(C(C)C)=C (2,6-dimethyl-5-methylene-1-hepten-4-yl aceto acetate). RXN SMILES: [CH3:1][C:2]([CH2:4][CH:5]([OH:11])[C:6](=[CH2:10])[CH:7]([CH3:9])[CH3:8])=[CH2:3].[C:12](OC)(=[O:17])[CH2:13][C:14]([CH3:16])=[O:15]>>[C:12]([O:11][CH:5]([C:6](=[CH2:10])[CH:7]([CH3:9])[CH3:8])[CH2:4][C:2]([CH3:1])=[CH2:3])(=[O:17])[CH2:13][C:14]([CH3:16])=[O:15]. Reported procedure: reaction of 2,6-dimethyl-5-methylene-1-hepten-4-ol with methyl aceto acetate in order to form 2,6-dimethyl-5-methylene-1-hepten-4-yl aceto acetate or, directly, 5-isopropyl-8-methyl-5,8-nonadiene-2-one; Reactants: CCO, CCc1ccc(CCl)cc1, [K+], [OH-], c1ccc2[nH]ccc2c1. The product is CCc1ccc(Cn2ccc3ccccc32)cc1. Reaction SMILES: [CH3:22][CH2:23][OH:24].[Cl:12][CH2:13][c:14]1[cH:15][cH:16][c:17]([CH2:20][CH3:21])[cH:18][cH:19]1.[K+:11].[OH-:10].[nH:1]1[cH:2][cH:3][c:4]2[cH:5][cH:6][cH:7][cH:8][c:9]12>>[n:1]1([CH2:13][c:14]2[cH:15][cH:16][c:17]([CH2:20][CH3:21])[cH:18][cH:19]2)[cH:2][cH:3][c:4]2[cH:5][cH:6][cH:7][cH:8][c:9]12.